From a dataset of the Open Reaction Database (ORD), a public repository of structured organic reaction records. describe an organic reaction: reactants, conditions, products, and yield The reactants are CC12CCC3(O)C(CC=C4CC5(CCC43C)OCCO5)C1CCC2=O, CCCC[O-], [Cl-], [K], [C-]#[N+]C(C)P(=O)(OCC)OCC, [Na+], C1CCOC1, O. The product is [C-]#[N+]C(C)=C1CCC2C3CC=C4CC5(CCC4(C)C3(O)CCC12C)OCCO5. As a reaction SMILES: [CH2:7]1[O:8][C:9]2([CH2:10][C:11]3=[CH:12][CH2:13][CH:14]4[CH:15]5[CH2:16][CH2:17][C:18](=[O:29])[C:19]5([CH3:20])[CH2:21][CH2:22][C:23]4([OH:28])[C:24]3([CH3:27])[CH2:25][CH2:26]2)[O:30][CH2:31]1.[CH3:2][CH2:3][CH2:4][CH2:5][O-:6].[Cl-:45].[K:1].[N+:32](#[C-:33])[CH:34]([CH3:35])[P:36](=[O:37])([O:38][CH2:39][CH3:40])[O:41][CH2:42][CH3:43].[Na+:44].[O:46]1[CH2:47][CH2:48][CH2:49][CH2:50]1.[OH2:51]>>[CH2:7]1[O:8][C:9]2([CH2:10][C:11]3=[CH:12][CH2:13][CH:14]4[CH:15]5[CH2:16][CH2:17][C:18](=[C:34]([N+:32]#[C-:33])[CH3:35])[C:19]5([CH3:20])[CH2:21][CH2:22][C:23]4([OH:28])[C:24]3([CH3:27])[CH2:25][CH2:26]2)[O:30][CH2:31]1. The reactants are ClCCl, Nc1ccc(I)cc1CO. Product: Nc1ccc(I)cc1C=O. RXN SMILES: [Cl:11][CH2:12][Cl:13].[NH2:1][c:2]1[c:3]([CH2:4][OH:5])[cH:6][c:7]([I:10])[cH:8][cH:9]1>>[NH2:1][c:2]1[c:3]([CH:4]=[O:5])[cH:6][c:7]([I:10])[cH:8][cH:9]1. Starting materials: C1(CCCO1)=O (γ-butyrolactone), [Cl-].[NH4+] (ammonium chloride), NCC(C)(CN)CN (1,1,1-tris(aminomethyl)ethane). Run in O (water). Run at temperature 250 celsius, time 1.5 hour. Product: NCC1(CN=C2N(C1)CCC2)C (3-(aminomethyl)-3-methyl-2,3,4,6,7,8-hexahydropyrrolo[1,2-a]pyrimidine). Reaction SMILES: [C:1]1(=O)O[CH2:4][CH2:3][CH2:2]1.[Cl-].[NH4+].[NH2:9][CH2:10][C:11]([CH2:15][NH2:16])([CH2:13][NH2:14])[CH3:12]>O>[NH2:9][CH2:10][C:11]1([CH3:12])[CH2:15][N:16]2[CH2:4][CH2:3][CH2:2][C:1]2=[N:14][CH2:13]1 |f:1.2|. Procedure details: A mixture of 21.03 g (0.24 mol) of γ-butyrolactone and 1.31 g (24 mmol) of ammonium chloride in 114.5 g (0.98 mol) of 1,1,1-tris(aminomethyl)ethane was heated at 250° C. in an autoclave. After 1.5 h, the mixture was cooled and the excess amine and the water formed were removed by distillation. The residue was distilled at 200°-240° C./18 mbar. The yield was 22.0 g (54%) of yellowish oil. The boiling point was 117°-120° C./1 mbar. Other data concerning the product was: